Dataset: the Open Reaction Database (ORD), a public repository of structured organic reaction records. Task: describe an organic reaction: reactants, conditions, products, and yield The reactants are COC1=CC=C(C=C1)P(OCC)OCC (diethyl 4-methoxyphenylphosphonite), C1(=CC=CC=C1)O (phenol). Reaction conditions: temperature 110 celsius. Yields the product COC1=CC=C(C=C1)P(OCC)OC1=CC=CC=C1 (monoethyl monophenyl 4-methoxyphenylphosphonite). As a reaction SMILES: [CH3:1][O:2][C:3]1[CH:8]=[CH:7][C:6]([P:9]([O:13][CH2:14][CH3:15])[O:10][CH2:11][CH3:12])=[CH:5][CH:4]=1.[C:16]1(O)[CH:21]=CC=[CH:18][CH:17]=1>>[CH3:1][O:2][C:3]1[CH:4]=[CH:5][C:6]([P:9]([O:13][C:14]2[CH:18]=[CH:17][CH:16]=[CH:21][CH:15]=2)[O:10][CH2:11][CH3:12])=[CH:7][CH:8]=1. Reported procedure: 113 g (0.496 mol) of diethyl 4-methoxyphenylphosphonite and 46.6 g (0.496 mol) of phenol were mixed and heated with stirring to 110° C. at 350-400 mbar. Ethanol distilled off during this via a small column. The temperature was then increased stepwise to 150° C., and the vacuum was simultaneously increased to 100 mbar. After completion of the reaction, the batch was cooled and distilled. 105 g were obtained having a boiling point of 159° C. at 0.4 mbar. The yield was thus 77% of theory. Reaction SMILES: C([O:5][C:6](=O)[NH:7][CH2:8][CH2:9][O:10][C:11]1[CH:16]=[CH:15][CH:14]=[CH:13][C:12]=1[O:17][CH3:18])C(C)C.C[C:21]([CH3:24])([O-:23])[CH3:22].[Li+].C([O:30]C[C@H]1CO1)(C)(C)C>CN(C)C=O>[CH3:18][O:17][C:12]1[CH:13]=[CH:14][CH:15]=[CH:16][C:11]=1[O:10][CH2:9][CH2:8][N:7]1[CH2:22][C@H:21]([CH2:24][OH:30])[O:23][C:6]1=[O:5] |f:1.2|. Run in CN(C=O)C (N,N-dimethylformamide). The reactants are C(C(C)C)OC(NCCOC1=C(C=CC=C1)OC)=O (isobutyl-2-(2-methoxyphenoxy)ethylcarbamate), CC(C)([O-])C.[Li+] (lithium-t-butoxide), C(C)(C)(C)OC[C@@H]1OC1 ((R)-2-t-butoxymethyl-oxiran). Procedure details: Using N,N-dimethylformamide solution of isobutyl-2-(2-methoxyphenoxy)ethylcarbamate 53.46 g (0.2 mol), lithium-t-butoxide 3.2 g (0.04 mol) and (R)-2-t-butoxymethyl-oxiran 28.6 g (0.22 mol), the procedures as described in Example 1 were carried out to obtain the targeted product. Product: COC1=C(OCCN2C(O[C@H](C2)CO)=O)C=CC=C1 ((R)-3-[2-(2-methoxyphenoxy)ethyl]-5-(hydroxymethyl)oxazolidin-2-one). The reactants are CCC(C(=O)c1ccc(OCc2ccccc2)cc1)c1ccccc1, CCOCC, [Cl-], Ic1ccc(I)cc1, [Li]CCCC, [NH4+], C1CCOC1. Yields the product CCC(c1ccccc1)C(O)(c1ccc(I)cc1)c1ccc(OCc2ccccc2)cc1. RXN SMILES: [CH2:14]([c:15]1[cH:16][cH:17][cH:18][cH:19][cH:20]1)[O:21][c:22]1[cH:23][cH:24][c:25]([C:28]([CH:29]([CH2:30][CH3:31])[c:32]2[cH:33][cH:34][cH:35][cH:36][cH:37]2)=[O:38])[cH:26][cH:27]1.[CH3:46][CH2:47][O:48][CH2:49][CH3:50].[Cl-:39].[I:1][c:2]1[cH:3][cH:4][c:5]([I:8])[cH:6][cH:7]1.[Li:9][CH2:10][CH2:11][CH2:12][CH3:13].[NH4+:40].[O:41]1[CH2:42][CH2:43][CH2:44][CH2:45]1>>[c:2]1([C:28]([c:25]2[cH:24][cH:23][c:22]([O:21][CH2:14][c:15]3[cH:16][cH:17][cH:18][cH:19][cH:20]3)[cH:27][cH:26]2)([CH:29]([CH2:30][CH3:31])[c:32]2[cH:33][cH:34][cH:35][cH:36][cH:37]2)[OH:38])[cH:3][cH:4][c:5]([I:8])[cH:6][cH:7]1. Starting materials: CC(C)(C)OC(=O)NCCCCCCBr, CCOC(C)=O, [K+], [K+], O=C([O-])[O-], CN(C)C=O, CCOC(=O)c1ccc(Nc2nc(NCc3ccc(O)cc3)nc(OCC(F)(F)F)n2)cc1. Reaction SMILES: [Br:34][CH2:35][CH2:36][CH2:37][CH2:38][CH2:39][CH2:40][NH:41][C:42]([O:43][C:44]([CH3:45])([CH3:46])[CH3:47])=[O:48].[CH3:60][CH2:61][O:62][C:63]([CH3:64])=[O:65].[K+:49].[K+:50].[O-:51][C:52]([O-:53])=[O:54].[O:55]=[CH:56][N:57]([CH3:58])[CH3:59].[OH:1][c:2]1[cH:3][cH:4][c:5]([CH2:6][NH:7][c:8]2[n:9][c:10]([NH:20][c:21]3[cH:22][cH:23][c:24]([C:25](=[O:26])[O:27][CH2:28][CH3:29])[cH:30][cH:31]3)[n:11][c:12]([O:14][CH2:15][C:16]([F:17])([F:18])[F:19])[n:13]2)[cH:32][cH:33]1>>[O:1]([c:2]1[cH:3][cH:4][c:5]([CH2:6][NH:7][c:8]2[n:9][c:10]([NH:20][c:21]3[cH:22][cH:23][c:24]([C:25](=[O:26])[O:27][CH2:28][CH3:29])[cH:30][cH:31]3)[n:11][c:12]([O:14][CH2:15][C:16]([F:17])([F:18])[F:19])[n:13]2)[cH:32][cH:33]1)[CH2:35][CH2:36][CH2:37][CH2:38][CH2:39][CH2:40][NH:41][C:42]([O:43][C:44]([CH3:45])([CH3:46])[CH3:47])=[O:48]. Yields the product CCOC(=O)c1ccc(Nc2nc(NCc3ccc(OCCCCCCNC(=O)OC(C)(C)C)cc3)nc(OCC(F)(F)F)n2)cc1. The reactants are c1ccc(CN2CCN(c3ncc4c(n3)OCC4)CC2)cc1, CCO. The product is c1nc(N2CCNCC2)nc2c1CCO2. Reaction SMILES: [CH2:1]([c:2]1[cH:3][cH:4][cH:5][cH:6][cH:7]1)[N:8]1[CH2:9][CH2:10][N:11]([c:14]2[n:15][cH:16][c:17]3[c:18]([n:19]2)[O:20][CH2:21][CH2:22]3)[CH2:12][CH2:13]1.[CH3:23][CH2:24][OH:25]>>[NH:8]1[CH2:9][CH2:10][N:11]([c:14]2[n:15][cH:16][c:17]3[c:18]([n:19]2)[O:20][CH2:21][CH2:22]3)[CH2:12][CH2:13]1. Product: CC(=O)OCc1cc(N)ccc1N1C(=O)c2ccc(Cl)cc2C1=O. Reactants: CC(=O)OCc1cc([N+](=O)[O-])ccc1N1C(=O)c2ccc(Cl)cc2C1=O, CCOC(C)=O, [H][H], [Rh]. RXN SMILES: [C:1]([CH3:2])(=[O:3])[O:4][CH2:5][c:6]1[c:7]([N:15]2[C:16](=[O:26])[c:17]3[c:18]([cH:21][c:22]([Cl:25])[cH:23][cH:24]3)[C:19]2=[O:20])[cH:8][cH:9][c:10]([N+:12]([O-:13])=[O:14])[cH:11]1.[CH3:29][CH2:30][O:31][C:32](=[O:33])[CH3:34].[H:27][H:28].[Rh:35]>>[C:1]([CH3:2])(=[O:3])[O:4][CH2:5][c:6]1[c:7]([N:15]2[C:16](=[O:26])[c:17]3[c:18]([cH:21][c:22]([Cl:25])[cH:23][cH:24]3)[C:19]2=[O:20])[cH:8][cH:9][c:10]([NH2:12])[cH:11]1. Starting materials: CCO, Cl, [Na+], C1CCOC1, [OH-], CCOC(=O)c1cn(Cc2ccc(OCc3nc(-c4ccco4)oc3C)cc2)nc1OCc1ccc(OCc2nc(-c3ccco3)oc2C)cc1. The product is Cc1oc(-c2ccco2)nc1COc1ccc(COc2nn(Cc3ccc(OCc4nc(-c5ccco5)oc4C)cc3)cc2C(=O)O)cc1. Reaction SMILES: [CH3:60][CH2:61][OH:62].[ClH:59].[Na+:53].[O:54]1[CH2:55][CH2:56][CH2:57][CH2:58]1.[OH-:52].[o:1]1[c:2](-[c:6]2[o:7][c:8]([CH3:51])[c:9]([CH2:11][O:12][c:13]3[cH:14][cH:15][c:16]([CH2:17][n:18]4[n:19][c:20]([O:28][CH2:29][c:30]5[cH:31][cH:32][c:33]([O:36][CH2:37][c:38]6[n:39][c:40](-[c:44]7[o:45][cH:46][cH:47][cH:48]7)[o:41][c:42]6[CH3:43])[cH:34][cH:35]5)[c:21]([C:23](=[O:24])[O:25][CH2:26][CH3:27])[cH:22]4)[cH:49][cH:50]3)[n:10]2)[cH:3][cH:4][cH:5]1>>[o:1]1[c:2](-[c:6]2[o:7][c:8]([CH3:51])[c:9]([CH2:11][O:12][c:13]3[cH:14][cH:15][c:16]([CH2:17][n:18]4[n:19][c:20]([O:28][CH2:29][c:30]5[cH:31][cH:32][c:33]([O:36][CH2:37][c:38]6[n:39][c:40](-[c:44]7[o:45][cH:46][cH:47][cH:48]7)[o:41][c:42]6[CH3:43])[cH:34][cH:35]5)[c:21]([C:23](=[O:24])[OH:25])[cH:22]4)[cH:49][cH:50]3)[n:10]2)[cH:3][cH:4][cH:5]1.